From a dataset of the Open Reaction Database (ORD), a public repository of structured organic reaction records. describe an organic reaction: reactants, conditions, products, and yield The reactants are ( d ), [OH-].[K+] (potassium hydroxide), C(C=C)N (allylamine), C1(=CC=CC=C1)C (toluene), Cl (HCl), C(C)#N (acetonitrile). Run at temperature 115 celsius, time 2 hour. The product is C(C=C)N[C@H]1[C@@H](CCCC1)N (racemic trans-2-(allylamino)-cyclohexylamine). Reaction SMILES: [CH2:1]([NH2:4])[CH:2]=[CH2:3].[C:5]1(C)[CH:10]=[CH:9][CH:8]=[CH:7][CH:6]=1.Cl.[OH-].[K+].C(#[N:17])C>>[CH2:1]([NH:4][C@@H:6]1[CH2:7][CH2:8][CH2:9][CH2:10][C@H:5]1[NH2:17])[CH:2]=[CH2:3] |f:3.4|. Procedure: In a 75 ml pressure reactor equipped with a magnetic stirrer, 4.16 g racemic trans-2-(benzylidenamino)-cyclohexyl methanesulfonic acid ester (14.7 mmol) obtained according to (d) were dissolved in 20 ml of acetonitrile and the white-yellow solution was mixed with 4.50 ml of allylamine (59.2 mmol). The closed system was heated during 20 h at 115° C., then cooled to 0° C. and the viscous solution concentrated. 20 ml of toluene and 22 ml 4N HCl (88.2 mmol) were added and the two-phase mixture was v... The reactants are O (water), C(C)OC(=O)C=1N=C2N(C3=CC=C(C=C3NC2=O)C(F)(F)F)C1C (2-ethoxycarbonyl-1-methyl-7-trifluoromethylimidazo [1,2-a]quinoxalin-4(5H)-one), Cl (hydrochloride). Solvent: [OH-].[K+] (potassium hydroxide). Conditions: temperature 80 celsius, time 4 hour. The product is C(=O)(O)C=1N=C2N(C3=CC=C(C=C3NC2=O)C(F)(F)F)C1C (2-Carboxy-1-methyl-7-trifluoromethylimidazo[1,2-a]quinoxalin-4(5H)-one). The yield is 74.6%. RXN SMILES: C([O:3][C:4]([C:6]1[N:7]=[C:8]2[C:17](=[O:18])[NH:16][C:15]3[C:10](=[CH:11][CH:12]=[C:13]([C:19]([F:22])([F:21])[F:20])[CH:14]=3)[N:9]2[C:23]=1[CH3:24])=[O:5])C.O.Cl>[OH-].[K+]>[C:4]([C:6]1[N:7]=[C:8]2[C:17](=[O:18])[NH:16][C:15]3[C:10](=[CH:11][CH:12]=[C:13]([C:19]([F:20])([F:21])[F:22])[CH:14]=3)[N:9]2[C:23]=1[CH3:24])([OH:5])=[O:3] |f:3.4|. Procedure details: A suspension of 2-ethoxycarbonyl-1-methyl-7-trifluoromethylimidazo [1,2-a]quinoxalin-4(5H)-one (960 mg, 2.8 mmol) in 2M potassium hydroxide (30 ml) was stirred at 80° C. for 4 h. The reaction mixture was added water (25 ml) and pH adjusted to pH 7 with 1N hydrochloride acid. The precipitate was filtered off and washed with water. Recrystallization from glacial acetic acid afforded 650 mg (74%) of the title compound as the acetate. M.p. >250° C.